The task is: describe an organic reaction: reactants, conditions, products, and yield. This data is from the Open Reaction Database (ORD), a public repository of structured organic reaction records. The reactants are Br, Br, CCN(C(C)C)C(C)C, C1CCOC1, Cc1cccc(Cl)c1N=C=S, Nc1cscc1N. Yields the product Cc1cccc(Cl)c1NC(=S)Nc1cscc1N. As a reaction SMILES: [BrH:10].[BrH:11].[CH2:1]([N:2]([CH:3]([CH3:4])[CH3:5])[CH:6]([CH3:7])[CH3:8])[CH3:9].[CH2:30]1[O:31][CH2:32][CH2:33][CH2:34]1.[Cl:19][c:20]1[c:21]([N:27]=[C:28]=[S:29])[c:22]([CH3:26])[cH:23][cH:24][cH:25]1.[NH2:12][c:13]1[cH:14][s:15][cH:16][c:17]1[NH2:18]>>[NH2:12][c:13]1[cH:14][s:15][cH:16][c:17]1[NH:18][C:28]([NH:27][c:21]1[c:20]([Cl:19])[cH:25][cH:24][cH:23][c:22]1[CH3:26])=[S:29]. The reactants are CC(C=O)(C)N1C=NC(=C1)NC(C(CCC)NC(CC1=CC(=CC(=C1)F)F)=O)=O (2-[2-(3,5-Difluoro-phenyl)-acetylamino]-pentanoic acid [1-(1,1-dimethyl-2-oxo-ethyl)-1H-imidazol-4-yl]-amide), C(C)(C)N (isopropylamine). The product is C(C)(C)NCC(C)(C)N1C=NC(=C1)NC(C(CCC)NC(CC1=CC(=CC(=C1)F)F)=O)=O (2-[2-(3,5-Difluoro-phenyl)-acetylamino]-pentanoic acid [1-(2-isopropylamino-1,1-dimethyl-ethyl)-1H-imidazol-4-yl]-amide). RXN SMILES: [CH3:1][C:2]([N:6]1[CH:10]=[C:9]([NH:11][C:12](=[O:29])[CH:13]([NH:17][C:18](=[O:28])[CH2:19][C:20]2[CH:25]=[C:24]([F:26])[CH:23]=[C:22]([F:27])[CH:21]=2)[CH2:14][CH2:15][CH3:16])[N:8]=[CH:7]1)([CH3:5])[CH:3]=O.[CH:30]([NH2:33])([CH3:32])[CH3:31]>>[CH:30]([NH:33][CH2:3][C:2]([N:6]1[CH:10]=[C:9]([NH:11][C:12](=[O:29])[CH:13]([NH:17][C:18](=[O:28])[CH2:19][C:20]2[CH:25]=[C:24]([F:26])[CH:23]=[C:22]([F:27])[CH:21]=2)[CH2:14][CH2:15][CH3:16])[N:8]=[CH:7]1)([CH3:5])[CH3:1])([CH3:32])[CH3:31]. Procedure details: 2-[2-(3,5-Difluoro-phenyl)-acetylamino]-pentanoic acid [1-(1,1-dimethyl-2-oxo-ethyl)-1H-imidazol-4-yl]-amide was reacted with isopropylamine to afford the title compound: C13 NMR (100 MHz, CDCl3) 14.0, 18.9, 23.3, 26.5, 35.9, 43.2, 49.3, 53.2, 57.7, 59.0, 102.6, 102.9, 103.1, 105.1, 112.4, 112.4, 112.5, 112.6, 131.7, 137.7, 138.7, 161.9, 162.1, 164.4, 164.5, 169.1; MS m/z 450.2 (M+1). Reactants: chlorohydrazone, C(C)OC(C(C(=O)C)Cl)=O (ethyl-2-chloroacetoacetate), C(C)(=O)[O-].[Na+] (sodium acetate), N(=O)[O-].[Na+] (NaNO2), C(#C)C1(CC1)COC1=C(C=C(C=C1)I)[N+](=O)[O-] (1((1-ethynylcyclopropyl)methoxy)-4-iodo-2-nitrobenzene), FeCl3-6H2O. Reagents/catalysts: [Fe] (iron). Solvent: C(C)N(CC)CC (triethylamine), C1(=CC=CC=C1)C (toluene), C(C)O (ethanol), C(C)(=O)O (acetic acid), C(C)OC(C)=O (ethylacetate), O (water), CCO (EtOH). Run at temperature 70 celsius, time 2 hour. Yields the product IC1=CC2=C(OCC3(CC3)C=3N2N=C(C3)C(=O)OCC)C=C1 (ethyl 9-iodo-5H-spiro[benzo[b]pyrazolo[1,5-d][1,4]oxazepine-4,1′-cyclopropane]-2-carboxylate). RXN SMILES: [C:1]([C:3]1([CH2:6][O:7][C:8]2[CH:13]=[CH:12][C:11]([I:14])=[CH:10][C:9]=2[N+:15]([O-])=O)[CH2:5][CH2:4]1)#[CH:2].[N:18]([O-])=O.[Na+].[CH2:22]([O:24][C:25](=[O:31])[CH:26](Cl)C(C)=O)[CH3:23].C([O-])(=O)C.[Na+]>CCO.C(OC(=O)C)C.C(N(CC)CC)C.C1(C)C=CC=CC=1.[Fe].O.C(O)(=O)C>[I:14][C:11]1[CH:12]=[CH:13][C:8]2[O:7][CH2:6][C:3]3([C:1]4[N:15]([N:18]=[C:26]([C:25]([O:24][CH2:22][CH3:23])=[O:31])[CH:2]=4)[C:9]=2[CH:10]=1)[CH2:5][CH2:4]3 |f:1.2,4.5|. Procedure: A suspension of 1((1-ethynylcyclopropyl)methoxy)-4-iodo-2-nitrobenzene (500 mg, 1.47 mmol) in EtOH was treated with acetic acid then iron powder. FeCl3-6H2O was added and the mixture sealed and heated at 70° C. (periodic sonication). After 2 hours, TLC and LCMS indicated complete conversion. The mixture was diluted with ˜100 mL of ethylacetate and filtered through a plug of celite and silica. The resulting aniline was used in the next steps without further purification. The crude aniline was sus... The reactants are CC(=O)O, CC(=CC(=O)O)C(=O)c1ccccc1N1CCCC1=O, O, [Zn]. Product: CC(CC(=O)O)C(=O)c1ccccc1N1CCCC1=O. RXN SMILES: [CH3:22][C:23](=[O:24])[OH:25].[O:1]=[C:2]1[N:3]([c:7]2[c:8]([C:13]([C:14](=[CH:15][C:16](=[O:17])[OH:18])[CH3:19])=[O:20])[cH:9][cH:10][cH:11][cH:12]2)[CH2:4][CH2:5][CH2:6]1.[OH2:21].[Zn:26]>>[O:1]=[C:2]1[N:3]([c:7]2[c:8]([C:13]([CH:14]([CH2:15][C:16](=[O:17])[OH:18])[CH3:19])=[O:20])[cH:9][cH:10][cH:11][cH:12]2)[CH2:4][CH2:5][CH2:6]1. The reactants are COCCOCn1nc(-c2ccccc2OC)c2cc(-c3cccc(C(=O)OC)c3)cnc21, ClCCl. The product is COC(=O)c1cccc(-c2cnc3[nH]nc(-c4ccccc4OC)c3c2)c1. As a reaction SMILES: [CH3:1][O:2][C:3]([c:4]1[cH:5][c:6](-[c:10]2[cH:11][c:12]3[c:13]([n:14][cH:15]2)[n:16]([CH2:27][O:28][CH2:29][CH2:30][O:31][CH3:32])[n:17][c:18]3-[c:19]2[c:20]([O:25][CH3:26])[cH:21][cH:22][cH:23][cH:24]2)[cH:7][cH:8][cH:9]1)=[O:33].[Cl:34][CH2:35][Cl:36]>>[CH3:1][O:2][C:3]([c:4]1[cH:5][c:6](-[c:10]2[cH:11][c:12]3[c:13]([n:14][cH:15]2)[nH:16][n:17][c:18]3-[c:19]2[c:20]([O:25][CH3:26])[cH:21][cH:22][cH:23][cH:24]2)[cH:7][cH:8][cH:9]1)=[O:33]. Starting materials: ClCCCCCO (5-chloropentanol), O1C(=CC=C1)[Li] (2-furyllithium), [Cl-].[NH4+] (ammonium chloride), C(CCC)[Li] (n-butyllithium), O1C=CC=C1 (furan). The solvent is CCCCCC (hexane), CCOCC (ether), CCOCC (ether). Run at temperature 0 celsius, time 15 minute. Yields the product ClCCCCC(O)C=1OC=CC1 (5-chloro-1-(2-furyl)-1-pentanol). Reaction SMILES: [O:1]1[CH:5]=[CH:4][CH:3]=[C:2]1[Li].C([Li])CCC.O1C=CC=C1.[Cl:17][CH2:18][CH2:19][CH2:20][CH2:21][CH2:22][OH:23].[Cl-].[NH4+]>CCOCC.CCCCCC>[Cl:17][CH2:18][CH2:19][CH2:20][CH2:21][CH:22]([C:2]1[O:1][CH:5]=[CH:4][CH:3]=1)[OH:23] |f:4.5|. Reported procedure: To a stirred suspension of 2-furyllithium [prepared from 0.53 moles of n-butyllithium and 39.5 g of furan by the procedure of J. Org. Chem., 27, 1216 (1962)] in 350 ml. of ether and with 200 ml. of hexane at -78° C is added a solution of 57.9 g of 5-chloropentanol [Chem. Abstr. 59, 7579F (1963)] in 80 ml. of ether during 25 minutes. The mixtures is warmed to 0° C. during 20 minutes, stirred at 0° C for 15 minutes, and treated with 140 ml. of saturated ammonium chloride. The ether phase is washed...